This data is from the Open Reaction Database (ORD), a public repository of structured organic reaction records. The task is: describe an organic reaction: reactants, conditions, products, and yield Starting materials: C(C)(C)(C)OC(N[C@@H](CO)C1=CC(=NC=C1)Br)=O ([(R)-1-(2-bromo-pyridin-4-yl)-2-hydroxy-ethyl]-carbamic acid tert-butyl ester), CI (methyl iodide), aqueous solution, [OH-].[Na+] (sodium hydroxide). The reagents and catalysts are S(=O)(=O)(O)[O-].C(CCC)[N+](CCCC)(CCCC)CCCC (tetrabutylammonium hydrogen sulfate). Solvent: C1CCOC1 (THF), O (water). Reaction conditions: time 1 hour. Yields the product C(C)(C)(C)OC(N[C@@H](COC)C1=CC(=NC=C1)Br)=O ([(R)-1-(2-bromo-pyridin-4-yl)-2-methoxy-ethyl]-carbamic acid tert-butyl ester). As a reaction SMILES: [C:1]([O:5][C:6](=[O:18])[NH:7][C@H:8]([C:11]1[CH:16]=[CH:15][N:14]=[C:13]([Br:17])[CH:12]=1)[CH2:9][OH:10])([CH3:4])([CH3:3])[CH3:2].[CH3:19]I.[OH-].[Na+]>S([O-])(O)(=O)=O.C([N+](CCCC)(CCCC)CCCC)CCC.C1COCC1.O>[C:1]([O:5][C:6](=[O:18])[NH:7][C@H:8]([C:11]1[CH:16]=[CH:15][N:14]=[C:13]([Br:17])[CH:12]=1)[CH2:9][O:10][CH3:19])([CH3:4])([CH3:2])[CH3:3] |f:2.3,4.5|. Procedure details: To a solution of [(R)-1-(2-bromo-pyridin-4-yl)-2-hydroxy-ethyl]-carbamic acid tert-butyl ester (180 mg, 0.568 mmol), methyl iodide (177 μL, 2.84 mmol) and tetrabutylammonium hydrogen sulfate (192 mg, 0.568 mmol) in THF (4.0 mL) was added 50% aqueous solution of sodium hydroxide (2.5 mL). After 1 hour, the reaction mixture was diluted with water (50 mL) and extracted with ethyl ether (3×50 mL). The combined organic layers were dried over MgSO4, filtered and concentrated in vacuo. The residue was ... Reactants: ClC1=CC=C(C=C1)S(=O)(=O)C(CCCCO)C1=C(C=CC(=C1)F)F (5-[(4-chlorophenyl)sulfonyl]-5-(2,5-difluorophenyl)-1-pentanol), C(#N)C=P(CCCC)(CCCC)CCCC (cyanomethylenetri-n-butylphosphorane), C(#N)C=P(CCCC)(CCCC)CCCC (cyanomethylenetri-n-butylphosphorane). Solvent: C1(=CC=CC=C1)C (toluene). Yields the product ClC1=CC=C(C=C1)S(=O)(=O)C1(CCCC1)C1=C(C=CC(=C1)F)F (2-[1-[(4-Chlorophenyl)sulfonyl]cyclopentyl]-1,4-difluorobenzene). RXN SMILES: [Cl:1][C:2]1[CH:7]=[CH:6][C:5]([S:8]([CH:11]([C:17]2[CH:22]=[C:21]([F:23])[CH:20]=[CH:19][C:18]=2[F:24])[CH2:12][CH2:13][CH2:14][CH2:15]O)(=[O:10])=[O:9])=[CH:4][CH:3]=1.C(C=P(CCCC)(CCCC)CCCC)#N>C1(C)C=CC=CC=1>[Cl:1][C:2]1[CH:7]=[CH:6][C:5]([S:8]([C:11]2([C:17]3[CH:22]=[C:21]([F:23])[CH:20]=[CH:19][C:18]=3[F:24])[CH2:15][CH2:14][CH2:13][CH2:12]2)(=[O:10])=[O:9])=[CH:4][CH:3]=1. Procedure: In toluene (10 ml) was dissolved 5-[(4-chlorophenyl)sulfonyl]-5-(2,5-difluorophenyl)-1-pentanol (100 mg, 0.267 mmol). After addition of cyanomethylenetri-n-butylphosphorane (130 mg, 0.539 mmol), the mixture was heated under reflux for 2 days under an argon atmosphere. The reaction mixture was allowed to cool down and then, added with cyanomethylenetri-n-butylphosphorane (130 mg, 0.539 mmol). The mixture was heated under reflux for 3 days under an argon atmosphere. The reaction mixture was allowe... Product: CC1=C(C(=CC(=C1)OCCCS(=O)(=O)C)C)C1=CC(=CC=C1)C=O (2′,6′-dimethyl-4′-[3-(methylsulfonyl)propoxy]biphenyl-3-carbaldehyde). Procedure: 2-Bromo-1,3-dimethyl-5-[3-(methylsulfonyl)propoxy]benzene (250.0 g), 3-formylphenylboronic acid (122.5 g), tripotassium phosphate (330.4 g), 10% palladium carbon 50% water-containing product (12.5 g) and 2,2′-bis(diphenylphosphino)-1,1′-binaphthyl (5.5 g) were added to dimethyl sulfoxide (2500 mL) and water (1250 mL). After deaeration and nitrogen substitution, the mixture was heated, and stirred at 80° C. for 3 hr. The reaction mixture was left standing, and the oil component in the lower layer... Reactants: BrC1=C(C=C(C=C1C)OCCCS(=O)(=O)C)C (2-Bromo-1,3-dimethyl-5-[3-(methylsulfonyl)propoxy]benzene), C(=O)C=1C=C(C=CC1)B(O)O (3-formylphenylboronic acid), P(=O)([O-])([O-])[O-].[K+].[K+].[K+] (tripotassium phosphate), product, CS(=O)C (dimethyl sulfoxide). Reaction SMILES: Br[C:2]1[C:7]([CH3:8])=[CH:6][C:5]([O:9][CH2:10][CH2:11][CH2:12][S:13]([CH3:16])(=[O:15])=[O:14])=[CH:4][C:3]=1[CH3:17].[CH:18]([C:20]1[CH:21]=[C:22](B(O)O)[CH:23]=[CH:24][CH:25]=1)=[O:19].P([O-])([O-])([O-])=O.[K+].[K+].[K+].CS(C)=O>[C].[Pd].C1(P(C2C=CC=CC=2)C2C=CC3C(=CC=CC=3)C=2C2C3C(=CC=CC=3)C=CC=2P(C2C=CC=CC=2)C2C=CC=CC=2)C=CC=CC=1.O>[CH3:17][C:3]1[CH:4]=[C:5]([O:9][CH2:10][CH2:11][CH2:12][S:13]([CH3:16])(=[O:15])=[O:14])[CH:6]=[C:7]([CH3:8])[C:2]=1[C:24]1[CH:23]=[CH:22][CH:21]=[C:20]([CH:18]=[O:19])[CH:25]=1 |f:2.3.4.5,7.8|. Conditions: temperature 80 celsius, time 3 hour. Run in O (water). Reagents/catalysts: [C].[Pd] (palladium carbon), C1(=CC=CC=C1)P(C1=C(C2=CC=CC=C2C=C1)C1=C(C=CC2=CC=CC=C12)P(C1=CC=CC=C1)C1=CC=CC=C1)C1=CC=CC=C1 (2,2′-bis(diphenylphosphino)-1,1′-binaphthyl). The yield is 87.2%. Reported procedure: 94 mg (0.86 mmol) of N2-[N-[N-[N-[N-[3-(tert-butoxycarbonyl)-propionyl]-O-tert-butyl-L-α-aspartyl]-O-tert-butyl-L-α-glutamyl]-2-methyl-L-phenylalanyl]-3-methyl-L-valyl]-N1-[3,3,3-trifluoro-1(S)-(dimethoxymethyl)propyl]-L-leucinamide were stirred in a mixture of 4 ml of trifluoroacetic acid, 4 ml of dichloromethane and 30 mg of water at room temperature for 30 minutes. Thesolution was evaporated to dryness in a vacuum and the residue was chromatographed on silica gel using dichloromethane/methano... As a reaction SMILES: C([O:5][C:6]([CH2:8][CH2:9][C:10]([NH:12][C@H:13]([C:22]([NH:24][C@H:25]([C:35]([NH:37][C@H:38]([C:47]([NH:49][C@H:50]([C:55]([NH:57][C@H:58]([C:63]([NH:65][C@H:66]([CH:72](OC)[O:73]C)[CH2:67][C:68]([F:71])([F:70])[F:69])=[O:64])[CH2:59][CH:60]([CH3:62])[CH3:61])=[O:56])[C:51]([CH3:54])([CH3:53])[CH3:52])=[O:48])[CH2:39][C:40]1[CH:45]=[CH:44][CH:43]=[CH:42][C:41]=1[CH3:46])=[O:36])[CH2:26][CH2:27][C:28](=[O:34])[O:29]C(C)(C)C)=[O:23])[CH2:14][C:15](=[O:21])[O:16]C(C)(C)C)=[O:11])=[O:7])(C)(C)C.ClCCl.O>FC(F)(F)C(O)=O>[C:6]([CH2:8][CH2:9][C:10]([NH:12][C@H:13]([C:22]([NH:24][C@H:25]([C:35]([NH:37][C@H:38]([C:47]([NH:49][C@H:50]([C:55]([NH:57][C@H:58]([C:63]([NH:65][CH:66]([CH2:67][C:68]([F:69])([F:71])[F:70])[CH:72]=[O:73])=[O:64])[CH2:59][CH:60]([CH3:62])[CH3:61])=[O:56])[C:51]([CH3:54])([CH3:52])[CH3:53])=[O:48])[CH2:39][C:40]1[CH:45]=[CH:44][CH:43]=[CH:42][C:41]=1[CH3:46])=[O:36])[CH2:26][CH2:27][C:28](=[O:29])[OH:34])=[O:23])[CH2:14][C:15](=[O:16])[OH:21])=[O:11])([OH:7])=[O:5]. Isolated yield 5.5%. The product is C(=O)(O)CCC(=O)N[C@@H](CC(O)=O)C(=O)N[C@@H](CCC(O)=O)C(=O)N[C@@H](CC1=C(C=CC=C1)C)C(=O)N[C@@H](C(C)(C)C)C(=O)N[C@@H](CC(C)C)C(=O)NC(C=O)CC(F)(F)F (2(RS)-[[N-[N-[N-[N-[N-(3-carboxypropionyl)-L-α-aspartyl]-L-α-glutamyl]-2-methyl-L-phenylalanyl]-3-methyl-L-valyl]-L-leucyl]amino]-4,4,4-trifluorobutyraldehyde). Run in FC(C(=O)O)(F)F (trifluoroacetic acid). Reactants: C(C)(C)(C)OC(=O)CCC(=O)N[C@@H](CC(OC(C)(C)C)=O)C(=O)N[C@@H](CCC(OC(C)(C)C)=O)C(=O)N[C@@H](CC1=C(C=CC=C1)C)C(=O)N[C@@H](C(C)(C)C)C(=O)N[C@@H](CC(C)C)C(=O)N[C@@H](CC(F)(F)F)C(OC)OC (N2-[N-[N-[N-[N-[3-(tert-butoxycarbonyl)-propionyl]-O-tert-butyl-L-α-aspartyl]-O-tert-butyl-L-α-glutamyl]-2-methyl-L-phenylalanyl]-3-methyl-L-valyl]-N1-[3,3,3-trifluoro-1(S)-(dimethoxymethyl)propyl]-L-leucinamide), ClCCl (dichloromethane), O (water). Starting materials: C(=O)(O)C[C@H](CC(CCCCC=1C=CC2=C(N(CCCC2)C(=O)OC(C)(C)C)N1)=O)C=1C=NC(=NC1)OC (tert-Butyl 2-[(7S)-8-carboxy-7-(2-methoxypyrimidin-5-yl)-5-oxooctyl]-5,6,7,8-tetrahydropyrido[2,3-b]azepine-9-carboxylate), solution, [OH-].[Na+] (sodium hydroxide), FC(C(=O)O)(F)F (Trifluoroacetic acid). Run in ClCCl (dichloromethane). Conditions: temperature 5 celsius, time 1 hour. Yields the product COC1=NC=C(C=N1)[C@H](CC(=O)O)CC(CCCCC=1C=CC2=C(NCCCC2)N1)=O ((3S)-3-(2-Methoxypyrimidin-5-yl)-5-oxo-9-(6,7,8,9-tetrahydro-5H-pyrido[2,3-b]azepin-2-yl)nonanoic acid). Isolated yield 74.1%. RXN SMILES: [C:1]([CH2:4][C@@H:5]([C:31]1[CH:32]=[N:33][C:34]([O:37][CH3:38])=[N:35][CH:36]=1)[CH2:6][C:7](=[O:30])[CH2:8][CH2:9][CH2:10][CH2:11][C:12]1[CH:13]=[CH:14][C:15]2[CH2:21][CH2:20][CH2:19][CH2:18][N:17](C(OC(C)(C)C)=O)[C:16]=2[N:29]=1)([OH:3])=[O:2].FC(F)(F)C(O)=O.[OH-].[Na+]>ClCCl>[CH3:38][O:37][C:34]1[N:35]=[CH:36][C:31]([C@@H:5]([CH2:6][C:7](=[O:30])[CH2:8][CH2:9][CH2:10][CH2:11][C:12]2[CH:13]=[CH:14][C:15]3[CH2:21][CH2:20][CH2:19][CH2:18][NH:17][C:16]=3[N:29]=2)[CH2:4][C:1]([OH:3])=[O:2])=[CH:32][N:33]=1 |f:2.3|. Procedure details: The BOC-protected product of Example 11 (15 g) was dissolved in dichloromethane (75 ml) and the solution cooled to 5° C. Trifluoroacetic acid (48.7 g) was added dropwise maintaining the internal temperature at <10° C. The reaction mixture was then heated to 30° C. and aged for ca. 2 hours. The reaction mixture was then cooled to 0° C. and a 2M solution of sodium hydroxide was added dropwise maintaining the temperature at or below ambient. The resulting solution was allowed to settle for ca. 1 ho... Starting materials: COc1ccc(Br)cc1C=O, O=C[O-], O=CO, Cl, NO, [Na+], [Na+], [OH-], O. Product: COc1ccc(Br)cc1C#N. RXN SMILES: [Br:1][c:2]1[cH:3][cH:4][c:5]([O:10][CH3:11])[c:6]([CH:7]=[O:8])[cH:9]1.[CH:15]([O-:16])=[O:17].[CH:22]([OH:23])=[O:24].[ClH:12].[NH2:13][OH:14].[Na+:18].[Na+:20].[OH-:19].[OH2:21]>>[Br:1][c:2]1[cH:3][cH:4][c:5]([O:10][CH3:11])[c:6]([C:7]#[N:13])[cH:9]1. Starting materials: C(C1=CC=CC=C1)=O (benzaldehyde), B(OC)(OC)OC (trimethyl borate), Cl (hydrochloric acid), BrC(C(=O)OCC)(F)F (ethyl bromodifluoroacetate), BrC(C)Br (dibromoethane). The reagents and catalysts are [Zn] (zinc). Solvent: O1CCCC1 (tetrahydrofuran), O1CCCC1 (tetrahydrofuran). Conditions: temperature 90 celsius, time 10 hour. The product is FC(C(=O)OCC)(C(C1=CC=CC=C1)O)F (ethyl 2,2-difluoro-3-hydroxy-3-phenylpropionate). Yield: 61.5%. RXN SMILES: Br[C:2]([F:9])([F:8])[C:3]([O:5][CH2:6][CH3:7])=[O:4].BrC(Br)C.[CH:14](=[O:21])[C:15]1[CH:20]=[CH:19][CH:18]=[CH:17][CH:16]=1.B(OC)(OC)OC.Cl>[Zn].O1CCCC1>[F:8][C:2]([F:9])([CH:14]([OH:21])[C:15]1[CH:20]=[CH:19][CH:18]=[CH:17][CH:16]=1)[C:3]([O:5][CH2:6][CH3:7])=[O:4]. Procedure details: A mixture of 48 g of ethyl bromodifluoroacetate, 4.5 g of dibromoethane and 50 g of tetrahydrofuran was added dropwise to a mixture of 15 g of zinc, 21 g of benzaldehyde, 60 mL of trimethyl borate, and 50 g of tetrahydrofuran at a temperature of 60° C., followed by stirring for 10 hours at 90° C. Thereafter, 100 g of 10 wt % hydrochloric acid was added to quench the reaction. By filtration, the insoluble was removed, and the filtrate was washed with saturated sodium chloride water. The reaction ...